This data is from the Open Reaction Database (ORD), a public repository of structured organic reaction records. The task is: describe an organic reaction: reactants, conditions, products, and yield Reactants: NC1=C(C(=O)NC2=C(C=NC=C2)C)C=C(C=N1)Br (2-amino-5-bromo-N-(3-methyl-pyridin-4-yl)-nicotinamide), N1(CCOCC1)CC1=CC=C(S1)B1OC(C)(C)C(C)(C)O1 (5-(4-morpholinylmethyl)thiophene-2-boronic acid pinacol ester). Product: NC1=C(C(=O)NC2=C(C=NC=C2)C)C=C(C=N1)C=1SC(=CC1)CN1CCOCC1 (2-Amino-N-(3-methyl-pyridin-4-yl)-5-(5-morpholin-4-ylmethyl-thiophen-2-yl)-nicotinamide). As a reaction SMILES: [NH2:1][C:2]1[N:17]=[CH:16][C:15](Br)=[CH:14][C:3]=1[C:4]([NH:6][C:7]1[CH:12]=[CH:11][N:10]=[CH:9][C:8]=1[CH3:13])=[O:5].[N:19]1([CH2:25][C:26]2[S:30][C:29](B3OC(C)(C)C(C)(C)O3)=[CH:28][CH:27]=2)[CH2:24][CH2:23][O:22][CH2:21][CH2:20]1>>[NH2:1][C:2]1[N:17]=[CH:16][C:15]([C:29]2[S:30][C:26]([CH2:25][N:19]3[CH2:20][CH2:21][O:22][CH2:23][CH2:24]3)=[CH:27][CH:28]=2)=[CH:14][C:3]=1[C:4]([NH:6][C:7]1[CH:12]=[CH:11][N:10]=[CH:9][C:8]=1[CH3:13])=[O:5]. Procedure details: Reaction of 2-amino-5-bromo-N-(3-methyl-pyridin-4-yl)-nicotinamide with 5-(4-morpholinylmethyl)thiophene-2-boronic acid pinacol ester gives the compound “A21”; HPLC/MS: 0.97 min, [M+H]=410; Starting materials: C(N)(=O)C=1OC2=C(C1)C=CC=C2OCC2CO2 (2-carbamoyl-7-(2,3-epoxypropoxy)benzofuran), Cl (hydrochloric acid). The solvent is C(Cl)(Cl)Cl (chloroform). Run at time 15 minute. The product is C(N)(=O)C=1OC2=C(C1)C=CC=C2OCC(CCl)O (2-carbamoyl-7-(3-chloro-2-hydroxypropoxy)benzofuran). Reaction SMILES: [C:1]([C:4]1[O:5][C:6]2[C:12]([O:13][CH2:14][CH:15]3[O:17][CH2:16]3)=[CH:11][CH:10]=[CH:9][C:7]=2[CH:8]=1)(=[O:3])[NH2:2].[ClH:18]>C(Cl)(Cl)Cl>[C:1]([C:4]1[O:5][C:6]2[C:12]([O:13][CH2:14][CH:15]([OH:17])[CH2:16][Cl:18])=[CH:11][CH:10]=[CH:9][C:7]=2[CH:8]=1)(=[O:3])[NH2:2]. Procedure: There was suspended 2.3 g of 2-carbamoyl-7-(2,3-epoxypropoxy)benzofuran obtained in Reference Example 1 in 70 ml of chloroform, and thereto 15 ml of concentrated hydrochloric acid was added. Thereafter, the mixture was vigorously stirred at room temperature for 15 minutes. After the chloroform layer was washed with water and dried with magnesium sulfate, the solvent was distilled away from the reaction mixture under reduced pressure. The resultant residue was purified by silica-gel chromatograph... Reactants: CC#N, CCOC(C)=O, Cc1cc(C)n(C(=N)NS(=O)(=O)c2cccc(C(=O)C(C(=O)c3cc(F)cc(F)c3)=C3Nc4ccccc4N3)c2)n1, O=C(OCc1ccccc1)N1CCNCC1. Product: N=C(NS(=O)(=O)c1cccc(C(=O)C(C(=O)c2cc(F)cc(F)c2)=C2Nc3ccccc3N2)c1)N1CCN(C(=O)OCc2ccccc2)CC1. Reaction SMILES: [CH3:17][C:18]#[N:19].[CH3:61][CH2:62][O:63][C:64](=[O:65])[CH3:66].[F:20][c:21]1[cH:22][c:23]([C:28]([C:29]([C:30](=[O:31])[c:32]2[cH:33][c:34]([S:38](=[O:39])(=[O:40])[NH:41][C:42](=[NH:43])[n:44]3[c:45]([CH3:46])[cH:47][c:48]([CH3:49])[n:50]3)[cH:35][cH:36][cH:37]2)=[C:51]2[NH:52][c:53]3[c:54]([cH:56][cH:57][cH:58][cH:59]3)[NH:55]2)=[O:60])[cH:24][c:25]([F:27])[cH:26]1.[N:1]1([C:7](=[O:8])[O:9][CH2:10][c:11]2[cH:12][cH:13][cH:14][cH:15][cH:16]2)[CH2:2][CH2:3][NH:4][CH2:5][CH2:6]1>>[N:1]1([C:7](=[O:8])[O:9][CH2:10][c:11]2[cH:12][cH:13][cH:14][cH:15][cH:16]2)[CH2:2][CH2:3][N:4]([C:42]([NH:41][S:38]([c:34]2[cH:33][c:32]([C:30]([C:29]([C:28]([c:23]3[cH:22][c:21]([F:20])[cH:26][c:25]([F:27])[cH:24]3)=[O:60])=[C:51]3[NH:52][c:53]4[c:54]([cH:56][cH:57][cH:58][cH:59]4)[NH:55]3)=[O:31])[cH:37][cH:36][cH:35]2)(=[O:39])=[O:40])=[NH:43])[CH2:5][CH2:6]1. Reactants: C(C)OC(=O)NC1=CC=C(C(=O)N(C=2C=NC=CC2)CCN2CCC(CC2)C(C2=CC=C(C=C2)F)=O)C=C1 (4-ethoxycarbonylamino-N-{2-[4-(4-fluorobenzoyl)piperidino]ethyl}-N-(3-pyridyl)benzamide), C(\C=C\C(=O)O)(=O)O (fumaric acid). Yields the product C(\C=C\C(=O)O)(=O)O.C(C)OC(=O)NC1=CC=C(C(=O)N(C=2C=NC=CC2)CCN2CCC(CC2)C(C2=CC=C(C=C2)F)=O)C=C1.C(C)OC(=O)NC1=CC=C(C(=O)N(CCN2CCC(CC2)C(C2=CC=C(C=C2)F)=O)C=2C=NC=CC2)C=C1 (4-Ethoxycarbonylamino-N-{2-[4-(4-fluorobenzoyl)piperidino]ethyl}-N-(3-pyridyl)benzamide hemifumarate). The yield is 75.0%. Reaction SMILES: [CH2:1]([O:3][C:4]([NH:6][C:7]1[CH:38]=[CH:37][C:10]([C:11]([N:13]([CH2:20][CH2:21][N:22]2[CH2:27][CH2:26][CH:25]([C:28](=[O:36])[C:29]3[CH:34]=[CH:33][C:32]([F:35])=[CH:31][CH:30]=3)[CH2:24][CH2:23]2)[C:14]2[CH:15]=[N:16][CH:17]=[CH:18][CH:19]=2)=[O:12])=[CH:9][CH:8]=1)=[O:5])[CH3:2].[C:39]([OH:46])(=[O:45])/[CH:40]=[CH:41]/[C:42]([OH:44])=[O:43]>>[C:39]([OH:46])(=[O:45])/[CH:40]=[CH:41]/[C:42]([OH:44])=[O:43].[CH2:1]([O:3][C:4]([NH:6][C:7]1[CH:8]=[CH:9][C:10]([C:11]([N:13]([CH2:20][CH2:21][N:22]2[CH2:27][CH2:26][CH:25]([C:28](=[O:36])[C:29]3[CH:30]=[CH:31][C:32]([F:35])=[CH:33][CH:34]=3)[CH2:24][CH2:23]2)[C:14]2[CH:15]=[N:16][CH:17]=[CH:18][CH:19]=2)=[O:12])=[CH:37][CH:38]=1)=[O:5])[CH3:2].[CH2:1]([O:3][C:4]([NH:6][C:7]1[CH:8]=[CH:9][C:10]([C:11]([N:13]([C:14]2[CH:15]=[N:16][CH:17]=[CH:18][CH:19]=2)[CH2:20][CH2:21][N:22]2[CH2:27][CH2:26][CH:25]([C:28](=[O:36])[C:29]3[CH:30]=[CH:31][C:32]([F:35])=[CH:33][CH:34]=3)[CH2:24][CH2:23]2)=[O:12])=[CH:37][CH:38]=1)=[O:5])[CH3:2] |f:2.3.4|. Procedure: Using 4-ethoxycarbonylamino-N-{2-[4-(4-fluorobenzoyl)piperidino]ethyl}-N-(3-pyridyl)benzamide (121.9 mg, 0.24 mmol) and fumaric acid (14.0 mg, 0.12 mmol), the procedure of Inventive Example 271 was repeated to obtain 103.8 mg (75.0%) of the title compound in a light yellow amorphous powder form. The reactants are COc1cc(Br)ccc1O, CC(=O)[O-], CC1(C)OB(c2ccc(CC3CCCO3)cc2)OC1(C)C, ClCCl, OB(O)c1ccccc1. Product: COc1cc(Br)ccc1Oc1ccccc1. As a reaction SMILES: [Br:10][c:11]1[cH:12][c:13]([O:18][CH3:19])[c:14]([OH:17])[cH:15][cH:16]1.[CH3:20][C:21](=[O:22])[O-:23].[CH3:24][C:25]1([CH3:26])[C:27]([CH3:28])([CH3:29])[O:30][B:31]([c:32]2[cH:33][cH:34][c:35]([CH2:36][CH:37]3[CH2:38][CH2:39][CH2:40][O:41]3)[cH:42][cH:43]2)[O:44]1.[Cl:45][CH2:46][Cl:47].[OH:1][B:2]([OH:3])[c:4]1[cH:5][cH:6][cH:7][cH:8][cH:9]1>>[c:4]1([O:17][c:14]2[c:13]([O:18][CH3:19])[cH:12][c:11]([Br:10])[cH:16][cH:15]2)[cH:5][cH:6][cH:7][cH:8][cH:9]1. Starting materials: COc1c(CN(CC(=O)OC(C)(C)C)CC(=O)OC(C)(C)C)cc(C(=O)c2ccc([N+](=O)[O-])cc2)cc1CN(CC(=O)OC(C)(C)C)CC(=O)OC(C)(C)C, CO, [H][H]. Product: COc1c(CN(CC(=O)OC(C)(C)C)CC(=O)OC(C)(C)C)cc(C(=O)c2ccc(N)cc2)cc1CN(CC(=O)OC(C)(C)C)CC(=O)OC(C)(C)C. RXN SMILES: [C:1]([CH3:2])([CH3:3])([CH3:4])[O:5][C:6](=[O:7])[CH2:8][N:9]([CH2:10][C:11](=[O:12])[O:13][C:14]([CH3:15])([CH3:16])[CH3:17])[CH2:18][c:19]1[cH:20][c:21]([C:22](=[O:23])[c:24]2[cH:25][cH:26][c:27]([N+:30]([O-:31])=[O:32])[cH:28][cH:29]2)[cH:33][c:34]([CH2:38][N:39]([CH2:40][C:41](=[O:42])[O:43][C:44]([CH3:45])([CH3:46])[CH3:47])[CH2:48][C:49](=[O:50])[O:51][C:52]([CH3:53])([CH3:54])[CH3:55])[c:35]1[O:36][CH3:37].[CH3:58][OH:59].[H:56][H:57]>>[C:1]([CH3:2])([CH3:3])([CH3:4])[O:5][C:6](=[O:7])[CH2:8][N:9]([CH2:10][C:11](=[O:12])[O:13][C:14]([CH3:15])([CH3:16])[CH3:17])[CH2:18][c:19]1[cH:20][c:21]([C:22](=[O:23])[c:24]2[cH:25][cH:26][c:27]([NH2:30])[cH:28][cH:29]2)[cH:33][c:34]([CH2:38][N:39]([CH2:40][C:41](=[O:42])[O:43][C:44]([CH3:45])([CH3:46])[CH3:47])[CH2:48][C:49](=[O:50])[O:51][C:52]([CH3:53])([CH3:54])[CH3:55])[c:35]1[O:36][CH3:37]. Starting materials: Brc1ncc(Br)n2ccnc12, Cc1ccccc1, CN(C)Cc1cn(-c2ccc(N)cc2)nn1, CC(C)(C)[O-], [Na+], O=C(C=Cc1ccccc1)C=Cc1ccccc1, O=C(C=Cc1ccccc1)C=Cc1ccccc1, O=C(C=Cc1ccccc1)C=Cc1ccccc1, O=C(NCc1ccc(O)cc1)c1ccc(Nc2ncc(-c3cn[nH]c3)n3ccnc23)cc1, [Pd], [Pd]. The product is CN(C)Cc1cn(-c2ccc(Nc3ncc(Br)n4ccnc34)cc2)nn1. RXN SMILES: [Br:33][c:34]1[cH:35][n:36][c:37]([Br:43])[c:38]2[n:39]1[cH:40][cH:41][n:42]2.[CH3:122][c:123]1[cH:124][cH:125][cH:126][cH:127][cH:128]1.[CH3:44][N:45]([CH3:46])[CH2:47][c:48]1[n:49][n:50][n:51](-[c:53]2[cH:54][cH:55][c:56]([NH2:59])[cH:57][cH:58]2)[cH:52]1.[CH3:60][C:61]([CH3:62])([O-:63])[CH3:64].[Na+:65].[O:104]=[C:105]([CH:106]=[CH:107][c:108]1[cH:109][cH:110][cH:111][cH:112][cH:113]1)[CH:114]=[CH:115][c:116]1[cH:117][cH:118][cH:119][cH:120][cH:121]1.[O:68]=[C:69]([CH:70]=[CH:71][c:72]1[cH:73][cH:74][cH:75][cH:76][cH:77]1)[CH:78]=[CH:79][c:80]1[cH:81][cH:82][cH:83][cH:84][cH:85]1.[O:86]=[C:87]([CH:88]=[CH:89][c:90]1[cH:91][cH:92][cH:93][cH:94][cH:95]1)[CH:96]=[CH:97][c:98]1[cH:99][cH:100][cH:101][cH:102][cH:103]1.[OH:1][c:2]1[cH:3][cH:4][c:5]([CH2:6][NH:7][C:8](=[O:9])[c:10]2[cH:11][cH:12][c:13]([NH:14][c:15]3[c:16]4[n:17]([cH:18][cH:19][n:20]4)[c:21](-[c:22]4[cH:23][n:24][nH:25][cH:26]4)[cH:27][n:28]3)[cH:29][cH:30]2)[cH:31][cH:32]1.[Pd:66].[Pd:67]>>[Br:33][c:34]1[cH:35][n:36][c:37]([NH:59][c:56]2[cH:55][cH:54][c:53](-[n:51]3[n:50][n:49][c:48]([CH2:47][N:45]([CH3:44])[CH3:46])[cH:52]3)[cH:58][cH:57]2)[c:38]2[n:39]1[cH:40][cH:41][n:42]2.